From a dataset of the Open Reaction Database (ORD), a public repository of structured organic reaction records. describe an organic reaction: reactants, conditions, products, and yield Starting materials: {[(t-Bu)2P(OH)]2PdCl}2, BrC1=CC=CC=C1 (bromobenzene), C1(=CC=CC=C1)P(C1=CC=CC=C1)=O (di-phenylphosphine oxide), C(=O)([O-])[O-].[K+].[K+] (K2CO3). Solvent: O1CCOCC1 (1,4-dioxane). Product: C1(=CC=CC=C1)P(C1=CC=CC=C1)(C1=CC=CC=C1)=O (tri-phenylphosphine oxide). As a reaction SMILES: Br[C:2]1[CH:7]=[CH:6][CH:5]=[CH:4][CH:3]=1.[C:8]1([PH:14](=[O:21])[C:15]2[CH:20]=[CH:19][CH:18]=[CH:17][CH:16]=2)[CH:13]=[CH:12][CH:11]=[CH:10][CH:9]=1.C([O-])([O-])=O.[K+].[K+]>O1CCOCC1>[C:2]1([P:14](=[O:21])([C:15]2[CH:16]=[CH:17][CH:18]=[CH:19][CH:20]=2)[C:8]2[CH:13]=[CH:12][CH:11]=[CH:10][CH:9]=2)[CH:7]=[CH:6][CH:5]=[CH:4][CH:3]=1 |f:2.3.4|. Reported procedure: A 20 mL of reactor equipped with magnetic stir bar was charged with 93 mg (0.10 mmol) of {[(t-Bu)2P(OH)]2PdCl}2, 0.314 g (2.0 mmol) of bromobenzene, 0.404 g (2.0 mmol) of di-phenylphosphine oxide and 0.276 g (2.0 mmol) of K2CO3 in 5.0 mL of 1,4-dioxane. The resulting mixture was refluxed for 8 h to afford tri-phenylphosphine oxide. 31P NMR (CDCl3, 121 MHz): δ30.3 ppm. Starting materials: C(C1=CC=CC=C1)ONC(C[C@@H](CCCC1CCCCC1)C=1OC(=C(N1)C(=O)N(C)C)C)=O (2-((1R)-1-{2-[(benzyloxy)amino]-2-oxoethyl}-4-cyclohexylbutyl)-N,N,5-trimethyl-1,3-oxazole-4-carboxamide), C(=O)[O-].[NH4+] (ammonium formate), C(=O)[O-].[NH4+] (ammonium formate). The reagents and catalysts are [Pd] (palladium), [Pd] (palladium). Run in C(C)O (ethanol). Run at temperature 45 celsius, time 2 hour. Yields the product N (ammonia), C1(CCCCC1)CCC[C@H](CC(=O)NO)C=1OC(=C(N1)C(=O)N(C)C)C (2-{(1R)-4-Cyclohexyl-1-[2-(hydroxyamino)-2-oxoethyl]butyl}-N,N,5-trimethyl-1,3-oxazole-4-carboxamide). The yield is 59.5%. As a reaction SMILES: C([O:8][NH:9][C:10](=[O:33])[CH2:11][C@H:12]([C:22]1[O:23][C:24]([CH3:32])=[C:25]([C:27]([N:29]([CH3:31])[CH3:30])=[O:28])[N:26]=1)[CH2:13][CH2:14][CH2:15][CH:16]1[CH2:21][CH2:20][CH2:19][CH2:18][CH2:17]1)C1C=CC=CC=1.C([O-])=O.[NH4+]>C(O)C.[Pd]>[NH3:9].[CH:16]1([CH2:15][CH2:14][CH2:13][C@@H:12]([C:22]2[O:23][C:24]([CH3:32])=[C:25]([C:27]([N:29]([CH3:31])[CH3:30])=[O:28])[N:26]=2)[CH2:11][C:10]([NH:9][OH:8])=[O:33])[CH2:17][CH2:18][CH2:19][CH2:20][CH2:21]1 |f:1.2|. Reported procedure: A solution of 2-((1R)-1-{2-[(benzyloxy)amino]-2-oxoethyl}-4-cyclohexylbutyl)-N,N,5-trimethyl-1,3-oxazole-4-carboxamide (Preparation 73) (105 mg, 0.23 mmol) in ethanol (5 ml) was treated with 5% palladium on barium sulphate (45 mg) and ammonium formate (73 mg, 1.15 mmol) and the mixture was heated at 45° C. for 17 hours. Further palladium on barium sulphate (30 mg) and ammonium formate (60 mg, mmol) were added and the heating was continued for 2 hours. The solution was filtered through Arbocel® a... Starting materials: ClCCl, Nc1ccccc1, CCOOC(=O)C(=O)C(C(=O)OC(C)C)=C1SCS1. Yields the product CC(C)OC(=O)C(C(=O)Nc1ccccc1)=C1SCS1. RXN SMILES: [CH2:27]([Cl:28])[Cl:29].[NH2:20][c:21]1[cH:22][cH:23][cH:24][cH:25][cH:26]1.[S:1]1[C:2](=[C:5]([C:6](=[O:7])[O:8][CH:9]([CH3:10])[CH3:11])[C:12](=[O:13])[C:14]([O:15][O:16][CH2:17][CH3:18])=[O:19])[S:3][CH2:4]1>>[S:1]1[C:2](=[C:5]([C:6](=[O:7])[O:8][CH:9]([CH3:10])[CH3:11])[C:12](=[O:13])[NH:20][c:21]2[cH:22][cH:23][cH:24][cH:25][cH:26]2)[S:3][CH2:4]1. Reactants: CN(N)C(C1=CC=CC=C1)=S (N-methylbenzothiohydrazide), ClS(=O)(=O)CC(=O)Cl (2-(chlorosulfonyl)acetyl chloride), O (water). Solvent: C(Cl)Cl (DCM), N1=CC=CC=C1 (pyridine). Conditions: time 2 hour. Yields the product CN(NS(=O)(=O)CC(=O)NN(C(=S)C1=CC=CC=C1)C)C(=S)C1=CC=CC=C1 (N′-Methyl-2-(2-methyl-2-(phenylcarbonothioyl)hydrazinyl)-2-oxo-N′-(phenylcarbonothioyl)ethanesulfonohydrazide). Yield: 36.6%. As a reaction SMILES: [CH3:1][N:2]([C:4](=[S:11])[C:5]1[CH:10]=[CH:9][CH:8]=[CH:7][CH:6]=1)[NH2:3].Cl[S:13]([CH2:16][C:17](Cl)=[O:18])(=[O:15])=[O:14].O>C(Cl)Cl.N1C=CC=CC=1>[CH3:1][N:2]([C:4]([C:5]1[CH:10]=[CH:9][CH:8]=[CH:7][CH:6]=1)=[S:11])[NH:3][S:13]([CH2:16][C:17]([NH:3][N:2]([CH3:1])[C:4]([C:5]1[CH:6]=[CH:7][CH:8]=[CH:9][CH:10]=1)=[S:11])=[O:18])(=[O:15])=[O:14]. Reported procedure: To a 0° C. solution of N-methylbenzothiohydrazide (10 mmol) in DCM (20 mL) and pyridine (1 mL) was added 2-(chlorosulfonyl)acetyl chloride (5 mmol) dropwise. The mixture was kept at rt for 2 h before it was poured into water (20 ml). The organic layer was separated, dried and evaporated and the resulting residue was purified by column chromatography to give compound 68 as yellowish solids (0.8 g). 1H-NMR (CDCl3) δ 10.5 (m, 1H), 7.4 (m, 10H), 4.4 (m, 1H), 3.4-3.8 (m, 8H) ppm; ESMS calcd for C18H2...